This data is from the Open Reaction Database (ORD), a public repository of structured organic reaction records. The task is: describe an organic reaction: reactants, conditions, products, and yield Starting materials: FC(C(C(=O)O)(C(F)(F)F)O)(F)F (3,3,3-trifluoro-2-hydroxy-2-trifluoromethylpropanoic acid), C(=O)(N1C=NC=C1)N1C=NC=C1 (1,1'-carbonyldiimidazole), NC1=CC=C(C(=O)C2=C(C=CC=C2)F)C=C1 (4-Amino-2'-fluorobenzophenone). Run in O1CCCC1 (tetrahydrofuran). The product is FC1=C(C=CC=C1)C(=O)C1=CC=C(C=C1)NC(C(C(F)(F)F)(C(F)(F)F)O)=O (N-[4-(2-Fluorophenylcarbonyl)phenyl]-3,3,3-trifluoro-2-hydroxy-2-trifluoromethylpropanamide). Yield: 40.6%. RXN SMILES: [F:1][C:2]([F:13])([F:12])[C:3]([OH:11])([C:7]([F:10])([F:9])[F:8])[C:4]([OH:6])=O.C(N1C=CN=C1)(N1C=CN=C1)=O.[NH2:26][C:27]1[CH:41]=[CH:40][C:30]([C:31]([C:33]2[CH:38]=[CH:37][CH:36]=[CH:35][C:34]=2[F:39])=[O:32])=[CH:29][CH:28]=1>O1CCCC1>[F:39][C:34]1[CH:35]=[CH:36][CH:37]=[CH:38][C:33]=1[C:31]([C:30]1[CH:29]=[CH:28][C:27]([NH:26][C:4](=[O:6])[C:3]([OH:11])([C:2]([F:1])([F:13])[F:12])[C:7]([F:10])([F:9])[F:8])=[CH:41][CH:40]=1)=[O:32]. Procedure: To a stirred solution of 3,3,3-trifluoro-2-hydroxy-2-trifluoromethylpropanoic acid (1.17 g, 5.5 mmol) in dry tetrahydrofuran (35 mL) was added 1,1'-carbonyldiimidazole (0.89 g, 5.5 mmol). The mixture was heated at reflux for 45 minutes, then cooled to room temperature. 4-Amino-2'-fluorobenzophenone (1.08 g, 5.0 mmol) was added in one portion and the reaction mixture heated at reflux for 48 hours. Tetrahydrofuran was removed from the reaction mixture in vacuo, and the residue dissolved in ethyl e... The reactants are CN(C=O)C (dimethylformamide), OCCCCCCCCCCC1=C(C=C(C(=C1O)OC)OC)C (6-(10-hydroxydecyl)-2,3-dimethoxy-5-methylphenol), bis(salicylidene)ethylenediiminocobalt(II). The solvent is O=O (oxygen). The product is OCCCCCCCCCCC1=C(C(C(=C(C1=O)OC)OC)=O)C (6-(10-hydroxydecyl)-2,3-dimethoxy-5-methyl-1,4-benzoquinone). RXN SMILES: CN(C)[CH:3]=[O:4].[OH:6][CH2:7][CH2:8][CH2:9][CH2:10][CH2:11][CH2:12][CH2:13][CH2:14][CH2:15][CH2:16][C:17]1[C:22]([OH:23])=[C:21]([O:24][CH3:25])[C:20]([O:26][CH3:27])=[CH:19][C:18]=1C>O=O>[OH:6][CH2:7][CH2:8][CH2:9][CH2:10][CH2:11][CH2:12][CH2:13][CH2:14][CH2:15][CH2:16][C:17]1[C:22](=[O:23])[C:21]([O:24][CH3:25])=[C:20]([O:26][CH3:27])[C:3](=[O:4])[C:18]=1[CH3:19]. Procedure: To a dimethylformamide solution (50 ml) of 6-(10-hydroxydecyl)-2,3-dimethoxy-5-methylphenol (2.53 g) is added bis(salicylidene)ethylenediiminocobalt(II) (salcomine) (0.1 g) and the mixture is stirred in oxygen streams at atmospheric temperature and pressure for 72 hours. The solvent is then distilled off and the product is extracted with ether. The ethereal layer is washed with water and dried over anhydrous sodium sulfate, and the solvent is distilled off. The above procedure yields 6-(10-hydro... Starting materials: CC(=O)OC(C)=O, CC(=O)O, O=C(O)C1=CCCCC1C(=O)O. The product is O=C1OC(=O)C2CCCC=C12. RXN SMILES: [CH3:13][C:14]([O:15][C:16](=[O:17])[CH3:18])=[O:19].[CH3:20][C:21](=[O:22])[OH:23].[CH:1]1=[C:2]([C:10](=[O:11])[OH:12])[CH:3]([C:7](=[O:8])[OH:9])[CH2:4][CH2:5][CH2:6]1>>[CH:1]1=[C:2]2[CH:3]([CH2:4][CH2:5][CH2:6]1)[C:7](=[O:9])[O:12][C:10]2=[O:11]. Starting materials: Nc1nn2cccnc2c1-c1ccc(Cl)cc1, Cl, O=C(O)Cc1ccccn1. The product is O=C(Cc1ccccn1)Nc1nn2cccnc2c1-c1ccc(Cl)cc1. Reaction SMILES: [Cl:12][c:13]1[cH:14][cH:15][c:16](-[c:19]2[c:20]([NH2:28])[n:21][n:22]3[c:23]2[n:24][cH:25][cH:26][cH:27]3)[cH:17][cH:18]1.[ClH:1].[n:2]1[c:3]([CH2:8][C:9](=[O:10])[OH:11])[cH:4][cH:5][cH:6][cH:7]1>>[n:2]1[c:3]([CH2:8][C:9](=[O:11])[NH:28][c:20]2[c:19](-[c:16]3[cH:15][cH:14][c:13]([Cl:12])[cH:18][cH:17]3)[c:23]3[n:22]([n:21]2)[cH:27][cH:26][cH:25][n:24]3)[cH:4][cH:5][cH:6][cH:7]1. The reactants are C1(=CC(=CC=C1)C1(CCOCC1)CN)C1=CC=CC=C1 ((4-([1,1′-biphenyl]-3-yl)tetrahydro-2H-pyran-4-yl)methanamine), FC(C1=NC(=NO1)C=1C=NC=C(C(=O)O)C1)(F)F (5-(5-(trifluoromethyl)-1,2,4-oxadiazol-3-yl)nicotinic acid). Product: C1(=CC(=CC=C1)C1(CCOCC1)CNC(C1=CN=CC(=C1)C1=NOC(=N1)C(F)(F)F)=O)C1=CC=CC=C1 (N-((4-([1,1′-Biphenyl]-3-yl)tetrahydro-2H-pyran-4-yl)methyl)-5-(5-(trifluoromethyl)-1,2,4-oxadiazol-3-yl)nicotinamide). Yield: 48.0%. As a reaction SMILES: [C:1]1([C:15]2[CH:20]=[CH:19][CH:18]=[CH:17][CH:16]=2)[CH:6]=[CH:5][CH:4]=[C:3]([C:7]2([CH2:13][NH2:14])[CH2:12][CH2:11][O:10][CH2:9][CH2:8]2)[CH:2]=1.[F:21][C:22]([F:38])([F:37])[C:23]1[O:27][N:26]=[C:25]([C:28]2[CH:29]=[N:30][CH:31]=[C:32]([CH:36]=2)[C:33](O)=[O:34])[N:24]=1>>[C:1]1([C:15]2[CH:20]=[CH:19][CH:18]=[CH:17][CH:16]=2)[CH:6]=[CH:5][CH:4]=[C:3]([C:7]2([CH2:13][NH:14][C:33](=[O:34])[C:32]3[CH:36]=[C:28]([C:25]4[N:24]=[C:23]([C:22]([F:38])([F:37])[F:21])[O:27][N:26]=4)[CH:29]=[N:30][CH:31]=3)[CH2:8][CH2:9][O:10][CH2:11][CH2:12]2)[CH:2]=1. Procedure details: This compound was synthesized from (4-([1,1′-biphenyl]-3-yl)tetrahydro-2H-pyran-4-yl)methanamine and 5-(5-(trifluoromethyl)-1,2,4-oxadiazol-3-yl)nicotinic acid as described in example 8 step 6 (95 mg, yield 48%) as a white solid. 1H NMR (400 MHz, CDCl3) δ 9.40 (br s, 1H), 8.97 (br s, 1H), 8.61-8.60 (t, J=1.9 Hz, 1H), 7.58-7.55 (m, 5H), 7.46-7.43 (t, J=7.5 Hz, 2H), 7.39-7.35 (m, 2H), 5.89-5.86 (t, J=6.1 Hz, 1H), 3.96-3.92 (m, 2H), 3.82-3.81 (d, J=6.1 Hz, 2H), 3.74-3.68 (m, 2H), 2.29-2.23 (m, 2H),... Reactants: FF (fluorine), compounds ( I ), FC(C(C(=O)OCCl)C(F)(F)F)(F)F (monochloromethyl 2-trifluoromethyl-3,3,3-trifluoropropanoate), amine. Yields the product FC(C(=C)C(F)(F)F)(F)F (2-trifluoromethyl-3,3,3-trifluoropropene). Reaction SMILES: FF.[F:3][C:4]([F:16])([F:15])[CH:5]([C:11]([F:14])([F:13])[F:12])[C:6](OCCl)=O>>[F:3][C:4]([F:16])([F:15])[C:5]([C:11]([F:14])([F:13])[F:12])=[CH2:6]. Reported procedure: Among the thus produced fluorine-containing compounds (I), monochloromethyl 2-trifluoromethyl-3,3,3-trifluoropropanoate is reacted with an amine to give 2-trifluoromethyl-3,3,3-trifluoropropene in a high yield. Starting materials: N1=CC=CC=C1 (pyridine), ClC=1C=CC(=NC1)NC(C1=C(C=CC=C1)N)=O (N-(5-chloropyridin-2-yl)-2-aminobenzamide), COCOC1=C(C(=O)O)C=CC(=C1)C(C)C (2-methoxymethyloxy-4-isopropylbenzoic acid), [O-]CC.[Na+] (sodium ethoxide), C(C(=O)Cl)(=O)Cl (oxalyl chloride). Run in C1CCOC1 (THF). Reaction conditions: time 15 minute. The product is COCOC1=C(C(=O)NC2=C(C(=O)NC3=NC=C(C=C3)Cl)C=CC=C2)C=CC(=C1)C(C)C (2-[2-Methoxymethyloxy-4-isopropylbenzoylamino]-N-(5-chloropyridin-2-yl)-benzamide). Reaction SMILES: [CH3:1][O:2][CH2:3][O:4][C:5]1[CH:13]=[C:12]([CH:14]([CH3:16])[CH3:15])[CH:11]=[CH:10][C:6]=1[C:7]([OH:9])=O.[O-]CC.[Na+].C(Cl)(=O)C(Cl)=O.N1C=CC=CC=1.[Cl:33][C:34]1[CH:35]=[CH:36][C:37]([NH:40][C:41](=[O:49])[C:42]2[CH:47]=[CH:46][CH:45]=[CH:44][C:43]=2[NH2:48])=[N:38][CH:39]=1>C1COCC1>[CH3:1][O:2][CH2:3][O:4][C:5]1[CH:13]=[C:12]([CH:14]([CH3:16])[CH3:15])[CH:11]=[CH:10][C:6]=1[C:7]([NH:48][C:43]1[CH:44]=[CH:45][CH:46]=[CH:47][C:42]=1[C:41]([NH:40][C:37]1[CH:36]=[CH:35][C:34]([Cl:33])=[CH:39][N:38]=1)=[O:49])=[O:9] |f:1.2|. Procedure details: To a stirring solution of 2-methoxymethyloxy-4-isopropylbenzoic acid (3.0 g, 13.4 mmol) in THF (50 mL) was added sodium ethoxide (0.91 g, 13.4 mmol). After 15 min, the solvent was removed in vacuo and the residue was suspended in dichloromethane (50 mL). To this mixture was added a couple drops of DMF followed by oxalyl chloride (1.7 g, 13.4 mmol). After another 30 min, the solvent was removed in vacuo and the residue was again suspended in dichloromethane (150 mL). To this mixture was added pyr... Starting materials: CC1CO1, Cc1ccccc1, O=C1c2ccccc2C(=O)N1Cl, CC1(C)C(C(=O)OCc2ccc([N+](=O)[O-])cc2)N2C(=O)C(NC(=O)COc3ccccc3)C2S1=O. Product: C=C1CS(=O)C2C(NC(=O)COc3ccccc3)C(=O)N2C1C(=O)OCc1ccc([N+](=O)[O-])cc1. RXN SMILES: [CH2:36]1[O:37][CH:38]1[CH3:39].[CH3:52][c:53]1[cH:54][cH:55][cH:56][cH:57][cH:58]1.[Cl:40][N:41]1[C:42](=[O:43])[c:44]2[cH:45][cH:46][cH:47][cH:48][c:49]2[C:50]1=[O:51].[O:1]([c:2]1[cH:3][cH:4][cH:5][cH:6][cH:7]1)[CH2:8][C:9](=[O:10])[NH:11][CH:12]1[CH:13]2[N:14]([CH:15]([C:21](=[O:22])[O:23][CH2:24][c:25]3[cH:26][cH:27][c:28]([N+:31](=[O:32])[O-:33])[cH:29][cH:30]3)[C:16]([CH3:19])([CH3:20])[S:17]2=[O:18])[C:34]1=[O:35]>>[O:1]([c:2]1[cH:3][cH:4][cH:5][cH:6][cH:7]1)[CH2:8][C:9](=[O:10])[NH:11][CH:12]1[CH:13]2[N:14]([CH:15]([C:21](=[O:22])[O:23][CH2:24][c:25]3[cH:26][cH:27][c:28]([N+:31](=[O:32])[O-:33])[cH:29][cH:30]3)[C:16](=[CH2:19])[CH2:20][S:17]2=[O:18])[C:34]1=[O:35].